From a dataset of the Open Reaction Database (ORD), a public repository of structured organic reaction records. describe an organic reaction: reactants, conditions, products, and yield Reactants: C1=CC=CC=C1 (benzene), C1(=CC=CC=C1)C1(CCCC1)N (1-phenylcyclopentylamine), ClC(C(=O)Cl)(Cl)Cl (trichloroacetyl chloride). Run in C(C)N(CC)CC (triethylamine). Run at time 3 hour. Yields the product C1(=CC=CC=C1)C1(CCCC1)NC(C(Cl)(Cl)Cl)=O (N-(1-phenylcyclopentyl)trichloroacetamide). RXN SMILES: C1C=CC=CC=1.[C:7]1([C:13]2([NH2:18])[CH2:17][CH2:16][CH2:15][CH2:14]2)[CH:12]=[CH:11][CH:10]=[CH:9][CH:8]=1.[Cl:19][C:20]([Cl:25])([Cl:24])[C:21](Cl)=[O:22]>C(N(CC)CC)C>[C:7]1([C:13]2([NH:18][C:21](=[O:22])[C:20]([Cl:25])([Cl:24])[Cl:19])[CH2:17][CH2:16][CH2:15][CH2:14]2)[CH:12]=[CH:11][CH:10]=[CH:9][CH:8]=1. Procedure details: Into a 200 ml four-necked flask, there were charged benzene (100 ml), 1-phenylcyclopentylamine (8.1 g) and triethylamine (6.1 g), and trichloroacetyl chloride (9.1 g) was dropwise added thereto while stirring at room temperature. Stirring was continued for 3 hours. After completion of the reaction, the reaction mixture was washed with water to remove triethylamine hydrochloride. The benzene layer was dried over anhydrous sodium sulfate, and the solvent was distilled off under reduced pressure. T... The reactants are C(C)(=O)N1CC(N(C2C(C12)CO)CC1=CC=C(C=C1)F)=O (5-acetyl-2-(4-fluorobenzyl)-7-(hydroxymethyl)-2,5-diazabicyclo[4.1.0]heptane-3-one), [H-].[Na+] (sodium hydride), C(C1=CC=CC=C1)Br (benzyl bromide). Solvent: C1CCOC1 (THF), C1CCOC1 (THF). Run at time 1 hour. The product is C(C)(=O)N1CC(N(C2C(C12)COCC1=CC=CC=C1)CC1=CC=C(C=C1)F)=O ((±)-5-Acetyl-2-(4-fluorobenzyl)-7-[(benzyloxy)methyl]-2,5-diazabicyclo[4.1.0]heptane-3-one). Reaction SMILES: [C:1]([N:4]1[CH:10]2[CH:8]([CH:9]2[CH2:11][OH:12])[N:7]([CH2:13][C:14]2[CH:19]=[CH:18][C:17]([F:20])=[CH:16][CH:15]=2)[C:6](=[O:21])[CH2:5]1)(=[O:3])[CH3:2].[H-].[Na+].[CH2:24](Br)[C:25]1[CH:30]=[CH:29][CH:28]=[CH:27][CH:26]=1>C1COCC1>[C:1]([N:4]1[CH:10]2[CH:8]([CH:9]2[CH2:11][O:12][CH2:24][C:25]2[CH:30]=[CH:29][CH:28]=[CH:27][CH:26]=2)[N:7]([CH2:13][C:14]2[CH:15]=[CH:16][C:17]([F:20])=[CH:18][CH:19]=2)[C:6](=[O:21])[CH2:5]1)(=[O:3])[CH3:2] |f:1.2|. Reported procedure: To a solution of 5-acetyl-2-(4-fluorobenzyl)-7-(hydroxymethyl)-2,5-diazabicyclo[4.1.0]heptane-3-one (1.3 g, 4.45 mmol) in 40 mL anhydrous THF under nitrogen, sodium hydride (60% in mineral oil, 231 mg, 5.78 mmol) was added. After stirring for 1 h, benzyl bromide (0.58 ml, 4.89 mmol) in THF (1 mL) was added. The reaction mixture was stirred at room temperature overnight. The reaction was quenched with saturated aqueous ammonium chloride solution. The aqueous layer was extracted with chloroform th... Starting materials: C([O-])([O-])=O.[K+].[K+] (potassium carbonate), C(C)(C)(C)OC(=O)COC=1C(=C2C(CC(OC2=C(C1C)C)(C)COC1=CC=C(CC2(C(N(C(S2)=O)CC(=O)OC(C)(C)C)=O)CC(=O)OC(C)(C)C)C=C1)=O)C (di-t-butyl α,α'-{5-[4-(6-t-butoxycarbonylmethoxy-2,5,7,8-tetramethyl -4-oxochroman-2-ylmethoxy)benzyl]-2,4-dioxothiazolidine-3,5-diyl}diacetate), Cl.NO (hydroxylamine hydrochloride), N1=CC=CC=C1 (pyridine). The solvent is C(C)(=O)OCC (Ethyl acetate), CO (methanol). Conditions: time 5 day. Yields the product C(C)(C)(C)OC(=O)COC=1C(=C2C(CC(OC2=C(C1C)C)(C)COC1=CC=C(CC2(C(N(C(S2)=O)CC(=O)OC(C)(C)C)=O)CC(=O)OC(C)(C)C)C=C1)=NO)C (Di-t-butyl α,α'-{5-[4-(6-t-butoxycarbonylmethoxy-4-hydroxyimino-2,5,7,8-tetramethylchroman -2-ylmethoxy)benzyl]-2,4-dioxothiazolidine-3,5-diyl}diacetate). Reaction SMILES: [C:1]([O:5][C:6]([CH2:8][O:9][C:10]1[C:11]([CH3:56])=[C:12]2[C:17](=[C:18]([CH3:21])[C:19]=1[CH3:20])[O:16][C:15]([CH2:23][O:24][C:25]1[CH:54]=[CH:53][C:28]([CH2:29][C:30]3([CH2:45][C:46]([O:48][C:49]([CH3:52])([CH3:51])[CH3:50])=[O:47])[S:34][C:33](=[O:35])[N:32]([CH2:36][C:37]([O:39][C:40]([CH3:43])([CH3:42])[CH3:41])=[O:38])[C:31]3=[O:44])=[CH:27][CH:26]=1)([CH3:22])[CH2:14][C:13]2=O)=[O:7])([CH3:4])([CH3:3])[CH3:2].Cl.[NH2:58][OH:59].N1C=CC=CC=1.C(=O)([O-])[O-].[K+].[K+]>C(OCC)(=O)C.CO>[C:1]([O:5][C:6]([CH2:8][O:9][C:10]1[C:11]([CH3:56])=[C:12]2[C:17](=[C:18]([CH3:21])[C:19]=1[CH3:20])[O:16][C:15]([CH2:23][O:24][C:25]1[CH:54]=[CH:53][C:28]([CH2:29][C:30]3([CH2:45][C:46]([O:48][C:49]([CH3:52])([CH3:51])[CH3:50])=[O:47])[S:34][C:33](=[O:35])[N:32]([CH2:36][C:37]([O:39][C:40]([CH3:41])([CH3:42])[CH3:43])=[O:38])[C:31]3=[O:44])=[CH:27][CH:26]=1)([CH3:22])[CH2:14][C:13]2=[N:58][OH:59])=[O:7])([CH3:2])([CH3:3])[CH3:4] |f:1.2,4.5.6|. Reported procedure: A mixture of 350 mg of di-t-butyl α,α'-{5-[4-(6-t-butoxycarbonylmethoxy-2,5,7,8-tetramethyl -4-oxochroman-2-ylmethoxy)benzyl]-2,4-dioxothiazolidine-3,5-diyl}diacetate (prepared as described in Example 50), 122 mg of hydroxylamine hydrochloride, 122 mg of pyridine and 4 ml of methanol was allowed to stand at 25°-+° C. for 5 days. Ethyl acetate and an aqueous solution of potassium carbonate were added to the mixture, and the organic layer was separated. The organic layer was dried over anhydrous s...